Task: describe an organic reaction: reactants, conditions, products, and yield. Dataset: the Open Reaction Database (ORD), a public repository of structured organic reaction records Starting materials: ClC=1C=C(C2=C(N=C(O2)CC2=CC(=C(C(=C2)C(C)(C)C)O)C(C)(C)C)C1)C#C (5-chloro-2-(3,5-di-t-butyl-4-hydroxy-benzyl)-7-ethynyl-benzoxazole), BrC=1SC=CN1 (2-bromothiazole), bistriphenylphosphine. Reagents/catalysts: [Pd](Cl)Cl (palladium(II) dichloride), [Cu]I (copper(I) iodide). The solvent is C(C)N(CC)CC (triethylamine). The product is S1C(=NC=C1)C#CC=1OC2=C(N1)C=CC=C2 (thiazolylethynylbenzoxazole). Yield: 210.7%. Reaction SMILES: Cl[C:2]1[CH:3]=[C:4](C#C)[C:5]2[O:9][C:8]([CH2:10][C:11]3[CH:16]=C(C(C)(C)C)C(O)=C(C(C)(C)C)C=3)=[N:7][C:6]=2[CH:26]=1.BrC1[S:31][CH:32]=[CH:33][N:34]=1>C(N(CC)CC)C.[Pd](Cl)Cl.[Cu]I>[S:31]1[CH:32]=[CH:33][N:34]=[C:16]1[C:11]#[C:10][C:8]1[O:9][C:5]2[CH:4]=[CH:3][CH:2]=[CH:26][C:6]=2[N:7]=1. Procedure: A suspension of 5-chloro-2-(3,5-di-t-butyl-4-hydroxy-benzyl)-7-ethynyl-benzoxazole (2.38 g, 6.0 mmol), 2-bromothiazole (1.13 ml, 95%, 12 mmol), bistriphenylphosphine)palladium(II) dichloride (21.1 mg, 30 μmol), and copper(I) iodide (1.2 mg, 6 μmol) in triethylamine (12 ml) was heated at 90EC, under argon, for 3 hours. The triethylanine was removed in-vacuo and the residue dissolved in ether (70 ml) and water (30 ml). The organics were washed with 1 N HCl (30 ml) and saturated sodium hydrogen car...